This data is from the Open Reaction Database (ORD), a public repository of structured organic reaction records. The task is: describe an organic reaction: reactants, conditions, products, and yield Starting materials: Br, COC(=O)N1CCC(c2cc(=O)[nH]o2)CC1c1ccc(Cl)c(F)c1. Product: O=c1cc(C2CCNC(c3ccc(Cl)c(F)c3)C2)o[nH]1. Reaction SMILES: [BrH:25].[Cl:1][c:2]1[c:3]([F:24])[cH:4][c:5]([CH:8]2[N:9]([C:20]([O:21][CH3:22])=[O:23])[CH2:10][CH2:11][CH:12]([c:14]3[cH:15][c:16](=[O:19])[nH:17][o:18]3)[CH2:13]2)[cH:6][cH:7]1>>[Cl:1][c:2]1[c:3]([F:24])[cH:4][c:5]([CH:8]2[NH:9][CH2:10][CH2:11][CH:12]([c:14]3[cH:15][c:16](=[O:19])[nH:17][o:18]3)[CH2:13]2)[cH:6][cH:7]1. The reactants are ClCCl, CC(C)(C)OC(=O)CC1CC(C=Cc2ccccc2)OC(C)(C)O1, O=[O+][O-]. The product is CC(C)(C)OC(=O)CC1CC(C=O)OC(C)(C)O1. RXN SMILES: [CH2:28]([Cl:29])[Cl:30].[CH3:4][C:5]1([CH3:27])[O:6][CH:7]([CH:19]=[CH:20][c:21]2[cH:22][cH:23][cH:24][cH:25][cH:26]2)[CH2:8][CH:9]([CH2:11][C:12](=[O:13])[O:14][C:15]([CH3:16])([CH3:17])[CH3:18])[O:10]1.[O-:1][O+:2]=[O:3]>>[O:1]=[CH:19][CH:7]1[O:6][C:5]([CH3:4])([CH3:27])[O:10][CH:9]([CH2:11][C:12](=[O:13])[O:14][C:15]([CH3:16])([CH3:17])[CH3:18])[CH2:8]1. The reactants are OCc1cc(F)cc(Br)c1, C1CCOC1, CI, CCOC(C)=O, [H-], [Na+]. The product is COCc1cc(F)cc(Br)c1. As a reaction SMILES: [Br:3][c:4]1[cH:5][c:6]([CH2:11][OH:12])[cH:7][c:8]([F:10])[cH:9]1.[CH2:15]1[O:16][CH2:17][CH2:18][CH2:19]1.[CH3:13][I:14].[CH3:20][CH2:21][O:22][C:23]([CH3:24])=[O:25].[H-:2].[Na+:1]>>[Br:3][c:4]1[cH:5][c:6]([CH2:11][O:12][CH3:13])[cH:7][c:8]([F:10])[cH:9]1. Starting materials: CCO, CCOC(=O)Cc1c(C(=O)OCC)c(C)cn1C, Cc1ccccc1, O, O=S(=O)(O)O. RXN SMILES: [CH3:19][CH2:20][OH:21].[CH3:1][n:2]1[c:3]([CH2:13][C:14](=[O:15])[O:16][CH2:17][CH3:18])[c:4]([C:8]([O:9][CH2:10][CH3:11])=[O:12])[c:5]([CH3:7])[cH:6]1.[CH3:28][c:29]1[cH:30][cH:31][cH:32][cH:33][cH:34]1.[OH2:27].[S:22](=[O:23])(=[O:24])([OH:25])[OH:26]>>[CH3:1][n:2]1[c:3]([CH2:13][C:14](=[O:15])[O:16][CH2:17][CH3:18])[cH:4][c:5]([CH3:7])[cH:6]1. Product: CCOC(=O)Cc1cc(C)cn1C. The reactants are O=C([O-])[O-], Cc1nc2cc(Cl)c([N+](=O)[O-])cc2c(=O)[nH]1, [K+], [K+], CN(C)C=O, Sc1cccc2cnccc12. Yields the product Cc1nc2cc(Sc3cccc4cnccc34)c([N+](=O)[O-])cc2c(=O)[nH]1. Reaction SMILES: [C:12](=[O:13])([O-:14])[O-:15].[Cl:18][c:19]1[c:20]([N+:31](=[O:32])[O-:33])[cH:21][c:22]2[c:23](=[O:30])[nH:24][c:25]([CH3:29])[n:26][c:27]2[cH:28]1.[K+:16].[K+:17].[O:34]=[CH:35][N:36]([CH3:37])[CH3:38].[cH:1]1[n:2][cH:3][cH:4][c:5]2[c:6]([SH:11])[cH:7][cH:8][cH:9][c:10]12>>[cH:1]1[n:2][cH:3][cH:4][c:5]2[c:6]([S:11][c:19]3[c:20]([N+:31](=[O:32])[O-:33])[cH:21][c:22]4[c:23](=[O:30])[nH:24][c:25]([CH3:29])[n:26][c:27]4[cH:28]3)[cH:7][cH:8][cH:9][c:10]12. Starting materials: N#N (N2), C(=O)([O-])[O-].[K+].[K+] (K2CO3), COC=1C=C(C=CC1)B(O)O (3-methoxybenzeneboronic acid), tetrakis-(triphenylphosine)-palladium, BrC1=C(SC=C1)C(=O)O (3-Bromothiophene-2-carboxylic acid). The solvent is CCOCC (ether), C(C)(C)O (isopropanol), C1(=CC=CC=C1)C (toluene). Conditions: temperature 80 celsius. The product is COC=1C=C(C=CC1)C1=C(SC=C1)C(=O)O (3-(3-methoxy-phenyl)-thiophene-2-carboxylic acid). Yield: 69.2%. As a reaction SMILES: Br[C:2]1[CH:6]=[CH:5][S:4][C:3]=1[C:7]([OH:9])=[O:8].C([O-])([O-])=O.[K+].[K+].[CH3:16][O:17][C:18]1[CH:19]=[C:20](B(O)O)[CH:21]=[CH:22][CH:23]=1.N#N>C(O)(C)C.C1(C)C=CC=CC=1.CCOCC>[CH3:16][O:17][C:18]1[CH:23]=[C:22]([C:2]2[CH:6]=[CH:5][S:4][C:3]=2[C:7]([OH:9])=[O:8])[CH:21]=[CH:20][CH:19]=1 |f:1.2.3|. Procedure details: 3-Bromothiophene-2-carboxylic acid (600 mg; 2.9 mmol) was dissolved in isopropanol (7 ml)/toluene (7 ml), followed by the addition of K2CO3 solution (aq; 2M; 9 ml) and 3-methoxybenzeneboronic acid (440 mg; 2.9 mmol). The reaction mixture was deoxygenized with N2 (g) for 3 minutes followed by the addition of tetrakis-(triphenylphosine)-palladium and subsequently heated to 80° C. for 14 h. The mixture was cooled to rt, ether was added and the organic layer was extracted with 2M NaOH-solution. The ... Starting materials: CC1CCC=2NC(=CC21)C(=O)OC (methyl 4-methyl-1,4,5,6-tetrahydrocyclopenta[b]pyrrole-2-carboxylate), O.[OH-].[Li+] (lithium hydroxide monohydrate). Product: CC1CCC=2NC(=CC21)C(=O)O (4-methyl-1,4,5,6-tetrahydrocyclopenta[b]pyrrole-2-carboxylic acid). The yield is 52.0%. As a reaction SMILES: [CH3:1][CH:2]1[C:9]2[CH:8]=[C:7]([C:10]([O:12]C)=[O:11])[NH:6][C:5]=2[CH2:4][CH2:3]1.O.[OH-].[Li+]>>[CH3:1][CH:2]1[C:9]2[CH:8]=[C:7]([C:10]([OH:12])=[O:11])[NH:6][C:5]=2[CH2:4][CH2:3]1 |f:1.2.3|. Procedure: The title compound was synthesized from methyl 4-methyl-1,4,5,6-tetrahydrocyclopenta[b]pyrrole-2-carboxylate and lithium hydroxide monohydrate (17 mg, 0.40 mmol) according to General Procedure 7. The crude product was dried onto Silica gel and was purified by flash chromatography (0-80% EtOAc/Heptane) to give 8.6 mg of 4-methyl-1,4,5,6-tetrahydrocyclopenta[b]pyrrole-2-carboxylic acid (4) as a light yellow solid (52%). 1H NMR (400 MHz, METHANOL-d4) δ ppm 1.17 (d, J=6.78 Hz, 3H), 1.85-1.96 (m, 1H)...